This data is from the Open Reaction Database (ORD), a public repository of structured organic reaction records. The task is: describe an organic reaction: reactants, conditions, products, and yield Reactants: O=C(O)C1C[C@H]1c1ccccc1, CC(=O)c1ccc(N)cc1. The reagents and catalysts are C1CCC(CC1)N=C=NC2CCCCC2 (DCC), CN(C)C1=CC=NC=C1 (DMAP). The solvent is CN(C)C=O (DMF), CN(C)C=O (DMF), CN(C)C=O (DMF), CN(C)C=O (DMF), CN(C)C=O (DMF), CN(C)C=O (DMF). Run at temperature 25 celsius, time 2 hour. The product is CC(=O)c1ccc(NC(=O)C2C[C@H]2c2ccccc2)cc1. Yield: 0.1%. RXN SMILES: CC(=O)c1ccc(N)cc1.O=C(O)C1C[C@H]1c1ccccc1.C1CCC(CC1)N=C=NC2CCCCC2.CN(C)C1=CC=NC=C1.CN(C)C=O>>CC(=O)c1ccc(NC(=O)C2C[C@H]2c2ccccc2)cc1.